Dataset: the Open Reaction Database (ORD), a public repository of structured organic reaction records. Task: describe an organic reaction: reactants, conditions, products, and yield Run in C(CCl)Cl (DCE). Reaction SMILES: [CH3:1][S:2]([N:5]1[CH2:11][C@@H:10]([C@H:8]2[CH2:7][CH2:6]1)[O:9]2)(=[O:4])=[O:3].[NH4+:12].[OH-]>>[CH3:1][S:2]([N:5]1[CH2:11][C@@H:10]([OH:9])[C@H:8]([NH2:12])[CH2:7][CH2:6]1)(=[O:4])=[O:3]. The product is CS(=O)(=O)N1CC[C@@H](N)[C@H](O)C1. Run at temperature 25 celsius, time 18 hour. Starting materials: [NH4+].[OH-], C1CN(C[C@@H]2[C@@H]1O2)S(C)(=O)=O. The reagents and catalysts are c1ccc(cc1)-c2c3ccccc3cc4ccccc24 (9-Phenylanthracene), [Zr+4].[F-].[F-].[F-].[F-] (ZrF4). Reactants: imine, C[Si](C)(C)[N-][Si](C)(C)C.[Li+] (Lithium bis(trimethylsilyl)amide), C[Si](C#CC=O)(C)C (3-(trimethylsilyl)-2-propynal), C[Si](C)(C)Cl (trimethylsilyl chloride), C[Si](C#CC=O)(C)C (3-(trimethylsilyl)-2-propynal). Conditions: time 1 hour. The product is C[Si](N=CC#C[Si](C)(C)C)(C)C (N,3-bis(trimethylsilyl)-2-propyn-1-imine). As a reaction SMILES: C[Si]([N-:5][Si:6]([CH3:9])([CH3:8])[CH3:7])(C)C.[Li+].[CH3:11][Si:12]([CH3:18])([CH3:17])[C:13]#[C:14][CH:15]=O.C[Si](Cl)(C)C>>[CH3:9][Si:6]([CH3:7])([CH3:8])[N:5]=[CH:15][C:14]#[C:13][Si:12]([CH3:18])([CH3:17])[CH3:11] |f:0.1|. Procedure details: Lithium bis(trimethylsilyl)amide is placed in a reaction vessel to which 3-(trimethylsilyl)-2-propynal of step 1 is added in an aprotic solvent. During the addition of 3-(trimethylsilyl)-2-propynal the pot temperature should be maintained between -40° to -20° C. to ensure stability of the intermediate imine. To the resulting solution is added trimethylsilyl chloride and the resulting mixture stirred at a temperature ranging from -40° to -20° C. for 1 hour. This reaction step yields N,3-bis(trime... Starting materials: [Al+3], C1CCOC1, [Cl-], [Cl-], [Cl-], O=[N+]([O-])c1ccccc1, O=C1CCC(=O)O1, Cc1ccccc1C, c1cc2ccc3ccc4ccc5ccc6ccc1c1c2c3c4c5c61. Product: O=C(O)CCC(=O)c1cc2ccc3ccc4ccc5ccc6ccc1c1c6c5c4c3c21. As a reaction SMILES: [Al+3:33].[CH2:53]1[O:54][CH2:55][CH2:56][CH2:57]1.[Cl-:32].[Cl-:34].[Cl-:35].[O-:36][N+:37]([c:38]1[cH:39][cH:40][cH:41][cH:42][cH:43]1)=[O:44].[O:25]=[C:26]1[CH2:27][CH2:28][C:29](=[O:30])[O:31]1.[c:45]1([CH3:46])[c:47]([CH3:48])[cH:49][cH:50][cH:51][cH:52]1.[cH:1]1[cH:2][c:3]2[cH:4][cH:5][c:6]3[cH:7][cH:8][c:9]4[cH:10][cH:11][c:12]5[cH:13][cH:14][c:15]6[cH:16][cH:17][c:18]1[c:19]1[c:20]2[c:21]3[c:22]4[c:23]5[c:24]61>>[cH:1]1[cH:2][c:3]2[cH:4][cH:5][c:6]3[cH:7][cH:8][c:9]4[cH:10][cH:11][c:12]5[cH:13][cH:14][c:15]6[c:16]([C:29]([CH2:28][CH2:27][C:26](=[O:25])[OH:31])=[O:30])[cH:17][c:18]1[c:19]1[c:20]2[c:21]3[c:22]4[c:23]5[c:24]61. Reactants: CS(=O)(=O)OCCCCCc1cccc2ccccc12, CC(C)=O, [I-], [Na+], O. The product is ICCCCCc1cccc2ccccc12. Reaction SMILES: [CH3:1][S:2]([O:3][CH2:6][CH2:7][CH2:8][CH2:9][CH2:10][c:11]1[cH:12][cH:13][cH:14][c:15]2[cH:16][cH:17][cH:18][cH:19][c:20]12)(=[O:4])=[O:5].[CH3:24][C:25](=[O:26])[CH3:27].[I-:22].[Na+:21].[OH2:23]>>[CH2:6]([CH2:7][CH2:8][CH2:9][CH2:10][c:11]1[cH:12][cH:13][cH:14][c:15]2[cH:16][cH:17][cH:18][cH:19][c:20]12)[I:22]. The reactants are N[C@@H]1[C@@H](CN(CC1)CC1CN2C=3C1=C(C=NC3C=CC2=O)F)F (4-{[cis-4-amino-3-fluoro-1-piperidinyl]methyl}3-fluoro-4,5-dihydro-7H-pyrrolo[3,2,1-de]-1,5-naphthyridin-7-one), O1CCOC=2C=NC(=CC21)C=O (2,3-dihydro[1,4]dioxino[2,3-c]pyridine-7-carboxaldehyde), ClCCl.CO (dichloromethane methanol). Yields the product Cl.O1CCOC=2C=NC(=CC21)CN[C@@H]2[C@@H](CN(CC2)CC2CN1C=3C2=C(C=NC3C=CC1=O)F)F (4-({cis-4-[(2,3-Dihydro[1,4]dioxino[2,3-c]pyridin-7-ylmethyl)amino]-3-fluoro-1-piperidinyl}methyl)-3-fluoro-4,5-dihydro-7H-pyrrolo[3,2,1-de]-1,5-naphthyridin-7-one Hydrochloride). Isolated yield 82.0%. RXN SMILES: [NH2:1][C@H:2]1[CH2:7][CH2:6][N:5]([CH2:8][CH:9]2[C:13]3=[C:14]([F:22])[CH:15]=[N:16][C:17]4[CH:18]=[CH:19][C:20](=[O:21])[N:11]([C:12]=43)[CH2:10]2)[CH2:4][C@H:3]1[F:23].[O:24]1[C:33]2[CH:32]=[C:31]([CH:34]=O)[N:30]=[CH:29][C:28]=2[O:27][CH2:26][CH2:25]1.[Cl:36]CCl.CO>>[ClH:36].[O:24]1[C:33]2[CH:32]=[C:31]([CH2:34][NH:1][C@H:2]3[CH2:7][CH2:6][N:5]([CH2:8][CH:9]4[C:13]5=[C:14]([F:22])[CH:15]=[N:16][C:17]6[CH:18]=[CH:19][C:20](=[O:21])[N:11]([C:12]=65)[CH2:10]4)[CH2:4][C@H:3]3[F:23])[N:30]=[CH:29][C:28]=2[O:27][CH2:26][CH2:25]1 |f:2.3,4.5|. Procedure details: The free base of the title compound was prepared from 4-{[cis-4-amino-3-fluoro-1-piperidinyl]methyl}3-fluoro-4,5-dihydro-7H-pyrrolo[3,2,1-de]-1,5-naphthyridin-7-one and 2,3-dihydro[1,4]dioxino[2,3-c]pyridine-7-carboxaldehyde (for a synthesis see WO2004058144, Example 2(c)) according to the general method of Example 2(h), chromatographing with dichloromethane/methanol/0.88 ammonia 95:5:0.5, in 82% yield. Starting materials: C1(=CC=CC=C1)N1C2=CC=CC=C2C=2C=C(C=CC12)B(O)O (N-phenylcarbazole-3-boronic acid), BrC1=C(C=CC=C1)Br (1,2-dibromobenzene). The reagents and catalysts are C1(=CC=CC=C1)P(C1=CC=CC=C1)(C1=CC=CC=C1)[Pd-4](P(C1=CC=CC=C1)(C1=CC=CC=C1)C1=CC=CC=C1)(P(C1=CC=CC=C1)(C1=CC=CC=C1)C1=CC=CC=C1)P(C1=CC=CC=C1)(C1=CC=CC=C1)C1=CC=CC=C1 (tetrakis(triphenylphosphino)palladium(0)). The solvent is O1CCOCC1 (dioxane), C(C)OCCO (2-ethoxyethanol), C([O-])([O-])=O.[Na+].[Na+] (sodium carbonate). Yields the product BrC1=C(C=CC=C1)C=1C=CC=2N(C3=CC=CC=C3C2C1)C1=CC=CC=C1 (3-(2-Bromophenyl)-N-phenylcarbazole). RXN SMILES: [C:1]1([N:7]2[C:19]3[CH:18]=[CH:17][C:16](B(O)O)=[CH:15][C:14]=3[C:13]3[C:8]2=[CH:9][CH:10]=[CH:11][CH:12]=3)[CH:6]=[CH:5][CH:4]=[CH:3][CH:2]=1.[Br:23][C:24]1[CH:29]=[CH:28][CH:27]=[CH:26][C:25]=1Br>O1CCOCC1.C(OCCO)C.C(=O)([O-])[O-].[Na+].[Na+].C1(P([Pd-4](P(C2C=CC=CC=2)(C2C=CC=CC=2)C2C=CC=CC=2)(P(C2C=CC=CC=2)(C2C=CC=CC=2)C2C=CC=CC=2)P(C2C=CC=CC=2)(C2C=CC=CC=2)C2C=CC=CC=2)(C2C=CC=CC=2)C2C=CC=CC=2)C=CC=CC=1>[Br:23][C:24]1[CH:29]=[CH:28][CH:27]=[CH:26][C:25]=1[C:16]1[CH:17]=[CH:18][C:19]2[N:7]([C:1]3[CH:2]=[CH:3][CH:4]=[CH:5][CH:6]=3)[C:8]3[C:13]([C:14]=2[CH:15]=1)=[CH:12][CH:11]=[CH:10][CH:9]=3 |f:4.5.6|. Procedure: 1.1 g (1 mmol) of tetrakis(triphenylphosphino)palladium(0) are added to a mixture of 28.7 g (100 mmol) of N-phenylcarbazole-3-boronic acid, 36.1 ml (300 mmol) of 1,2-dibromobenzene in 150 ml of dioxane, 100 ml of 2-ethoxyethanol and 250 ml of 2 N sodium carbonate solution, and the mixture is heated under reflux for 16 h. After cooling, the organic phase is separated off, 500 ml of toluene are added, and the mixture is washed three times with 500 ml of water, dried over magnesium sulfate, filtere... Reactants: O=C(Nc1cccc(-c2nn3ccccc3c2-c2ccnc(Nc3ccc4c(c3)CNCC4)n2)c1)c1ccccc1, CC(c1cccc(N)c1)S(C)(=O)=O, O=C(Nc1cccc(-c2nn3ccccc3c2-c2ccnc(Cl)n2)c1)c1c(F)cccc1F. Yields the product CC(c1cccc(Nc2nccc(-c3c(-c4cccc(NC(=O)c5c(F)cccc5F)c4)nn4ccccc34)n2)c1)S(C)(=O)=O. Reaction SMILES: [CH2:1]1[c:2]2[c:3]([cH:4][cH:5][c:6]([NH:7][c:8]3[n:9][c:10](-[c:11]4[c:12](-[c:13]5[cH:14][c:15]([NH:16][C:17](=[O:18])[c:19]6[cH:20][cH:21][cH:22][cH:23][cH:24]6)[cH:25][cH:26][cH:27]5)[n:28][n:29]5[cH:30][cH:31][cH:32][cH:33][c:34]45)[cH:35][cH:36][n:37]3)[cH:38]2)[CH2:39][CH2:40][NH:41]1.[CH3:75][S:76](=[O:77])(=[O:78])[CH:79]([CH3:80])[c:81]1[cH:82][c:83]([NH2:87])[cH:84][cH:85][cH:86]1.[Cl:42][c:43]1[n:44][cH:45][cH:46][c:47](-[c:49]2[c:50](-[c:58]3[cH:59][c:60]([NH:64][C:65]([c:66]4[c:67]([F:73])[cH:68][cH:69][cH:70][c:71]4[F:72])=[O:74])[cH:61][cH:62][cH:63]3)[n:51][n:52]3[c:53]2[cH:54][cH:55][cH:56][cH:57]3)[n:48]1>>[c:43]1([NH:87][c:83]2[cH:82][c:81]([CH:79]([S:76]([CH3:75])(=[O:77])=[O:78])[CH3:80])[cH:86][cH:85][cH:84]2)[n:44][cH:45][cH:46][c:47](-[c:49]2[c:50](-[c:58]3[cH:59][c:60]([NH:64][C:65]([c:66]4[c:67]([F:73])[cH:68][cH:69][cH:70][c:71]4[F:72])=[O:74])[cH:61][cH:62][cH:63]3)[n:51][n:52]3[c:53]2[cH:54][cH:55][cH:56][cH:57]3)[n:48]1. Starting materials: [Cl-].C(CCCCCCC)[P+](CCO)(CCCCCCCC)CCCCCCCC (tri-n-octyl(2-hydroxyethyl)phosphonium chloride), COC1=CC=C(O)C=C1 (hydroquinone monomethyl ether), C(C(=C)C)(=O)Cl (methacryloyl chloride). The solvent is C(C)#N (acetonitrile). Reaction conditions: time 2 hour. Product: [Cl-].C(CCCCCCC)[P+](CCOC(C(=C)C)=O)(CCCCCCCC)CCCCCCCC (tri-n-octyl(2-methacryloyloxyethyl)phosphonium chloride). Reaction SMILES: [Cl-].[CH2:2]([P+:10]([CH2:22][CH2:23][CH2:24][CH2:25][CH2:26][CH2:27][CH2:28][CH3:29])([CH2:14][CH2:15][CH2:16][CH2:17][CH2:18][CH2:19][CH2:20][CH3:21])[CH2:11][CH2:12][OH:13])[CH2:3][CH2:4][CH2:5][CH2:6][CH2:7][CH2:8][CH3:9].COC1C=CC(O)=CC=1.[C:39]([Cl:44])(=[O:43])[C:40]([CH3:42])=[CH2:41]>C(#N)C>[Cl-:44].[CH2:22]([P+:10]([CH2:2][CH2:3][CH2:4][CH2:5][CH2:6][CH2:7][CH2:8][CH3:9])([CH2:14][CH2:15][CH2:16][CH2:17][CH2:18][CH2:19][CH2:20][CH3:21])[CH2:11][CH2:12][O:13][C:39](=[O:43])[C:40]([CH3:42])=[CH2:41])[CH2:23][CH2:24][CH2:25][CH2:26][CH2:27][CH2:28][CH3:29] |f:0.1,5.6|. Reported procedure: Into a 1 L-four-necked flask equipped with a stirrer, a thermometer and a distillation line, was added the obtained tri-n-octyl(2-hydroxyethyl)phosphonium chloride dissolved in 500 ml of acetonitrile. The solution was heated under a normal pressure while stirring and about 200 ml of acetonitrile was distilled. A condenser having a calcium chloride tube was installed, 1.5 g of hydroquinone monomethyl ether was added as a polymerization inhibitor, and 42.3 g (0.405 mol) of methacryloyl chloride wa... Starting materials: O=CC(C)=C (methacrolein), [P] (phosphorus), O=CC(C)=C (methacrolein), [B] (boron), N1=CC(=CC(=C1)C)C (3,5-lutidine), [P] (phosphorus), N (ammonia), [Al] (aluminium), N (ammonia). The reagents and catalysts are oxide, [Zr] (zirconium). The solvent is C(C)C(=O)C (methyl ethyl ketone). The product is N1=C(C(=CC(=C1)C)C)C (2,3,5-collidine). Reaction SMILES: O=[CH:2]C(=C)C.N.[Al].[P].[B].[N:10]1[CH:15]=[C:14]([CH3:16])[CH:13]=[C:12]([CH3:17])[CH:11]=1>[Zr].C(C(C)=O)C>[N:10]1[CH:15]=[C:14]([CH3:16])[CH:13]=[C:12]([CH3:17])[C:11]=1[CH3:2]. Reported procedure: A process comprising reacting methacrolein with ammonia in a gas phase in the presence of a catalyst which comprises silicon and an element such as zirconium, aluminium and/or phosphorus (see JP-A-8-245589), and a process comprising reacting methacrolein and methyl ethyl ketone with ammonia in a gas phase in the presence of an oxide catalyst comprising silicon, phosphorus and/or boron (see JP-A-8-259537). However, the main product of the former process is 3,5-lutidine, while 2,3,5-collidine is o...